Dataset: the Open Reaction Database (ORD), a public repository of structured organic reaction records. Task: describe an organic reaction: reactants, conditions, products, and yield The product is COC(=S)c1cc(Nc2ccc(C)c(C)c2)c(C)s1. The reactants are Cc1ccc(B(O)O)cc1C, COC(=S)c1cc(N)c(C)s1. Reaction SMILES: [CH3:12][c:13]1[cH:14][c:15]([B:20]([OH:21])[OH:22])[cH:16][cH:17][c:18]1[CH3:19].[NH2:1][c:2]1[cH:3][c:4]([C:8](=[S:9])[O:10][CH3:11])[s:5][c:6]1[CH3:7]>>[NH:1]([c:2]1[cH:3][c:4]([C:8](=[S:9])[O:10][CH3:11])[s:5][c:6]1[CH3:7])[c:15]1[cH:14][c:13]([CH3:12])[c:18]([CH3:19])[cH:17][cH:16]1. The reactants are C(CCCCCCCCCCCCC)OC1=CC=C(N)C=C1 (4-(Tetradecyloxy)aniline), Cl.CO (hydrochloric acid methanol), C(#N)[BH3-].[Na+] (sodium cyanoborohydride), [OH-].[K+] (potassium hydroxide), N1=CC(=CC=C1)C=O (3-pyridinecarboxaldehyde). Solvent: CO (methyl alcohol), O (water). Run at time 10 minute. The product is C(CCCCCCCCCCCCC)OC1=CC=C(C=C1)NCC=1C=NC=CC1 (N-[4-(Tetradecyloxy)phenyl]-3-pyridinemethanamine). The yield is 76.4%. RXN SMILES: [CH2:1]([O:15][C:16]1[CH:22]=[CH:21][C:19]([NH2:20])=[CH:18][CH:17]=1)[CH2:2][CH2:3][CH2:4][CH2:5][CH2:6][CH2:7][CH2:8][CH2:9][CH2:10][CH2:11][CH2:12][CH2:13][CH3:14].Cl.CO.[N:26]1[CH:31]=[CH:30][CH:29]=[C:28]([CH:32]=O)[CH:27]=1.C([BH3-])#N.[Na+].[OH-].[K+]>O.CO>[CH2:1]([O:15][C:16]1[CH:22]=[CH:21][C:19]([NH:20][CH2:32][C:28]2[CH:27]=[N:26][CH:31]=[CH:30][CH:29]=2)=[CH:18][CH:17]=1)[CH2:2][CH2:3][CH2:4][CH2:5][CH2:6][CH2:7][CH2:8][CH2:9][CH2:10][CH2:11][CH2:12][CH2:13][CH3:14] |f:1.2,4.5,6.7|. Reported procedure: To a room temperature slurry of 7.26 g of product from Example 82, 60 ml of methyl alcohol and 9.5 ml of 5N hydrochloric acid/methanol is added, dropwise, 2.55 g of 3-pyridinecarboxaldehyde. After 10 minutes, a total of 1.64 g of sodium cyanoborohydride is very carefully added in 3 separate portions over 1.5 hours. The initial reaction is vigorous. The reaction mixture is stirred at room temperature for 68 hours, diluted with water, made basic with potassium hydroxide and extracted with methylen... The reactants are BrC1=CC(=CC=C1)F (1-Bromo-3-fluorobenzene), C(C)(C)[N-]C(C)C.[Li+] (lithium diisopropylamide), Cl (hydrochloric acid), C(CCC)[Li] (butyllithium), C(C)(C)NC(C)C (diisopropylamine), C1CCOC1 (THF). Run in CN(C)C=O (DMF), C(C)(=O)O (acetic acid), O (water), C(C)(C)(C)OC (methyl tert-butyl ether), hexanes. Reaction conditions: time 40 minute. Product: BrC1=C(C=O)C(=CC=C1)F (2-bromo-6-fluorobenzaldehyde). RXN SMILES: [Br:1][C:2]1[CH:7]=[CH:6][CH:5]=[C:4]([F:8])[CH:3]=1.C([N-]C(C)C)(C)C.[Li+].C([Li])CCC.C(NC(C)C)(C)C.Cl.C1C[O:33][CH2:32]C1>O.C(OC)(C)(C)C.C(O)(=O)C.CN(C=O)C>[Br:1][C:2]1[CH:7]=[CH:6][CH:5]=[C:4]([F:8])[C:3]=1[CH:32]=[O:33] |f:1.2|. Procedure: 1-Bromo-3-fluorobenzene (17.3 g, 0.1 M) was added over 5 minutes to a solution of lithium diisopropylamide (prepared from the addition of 40 mL of 2.5 N butyllithium in hexanes to 11.5 g of 0.1 M diisopropylamine) in THF at a temperature between −70 and −75° C. The mixture was stirred cold for 1 hour after which DMF (8 mL) was added over 10 minutes. The mixture was stirred cold for an additional 40 minutes followed by the addition of acetic acid (26 g). The mixture was allowed to warm to ambient... Reactants: ClC1=C(C(=O)N=C=O)C=CC=C1 (2-chlorobenzoylisocyanate), solution, FC(C1=CC=C(N)C=C1)(F)F (4-trifluoromethylaniline). Solvent: C(C)#N (acetonitrile). Product: ClC1=C(C(=O)NC(=O)NC2=CC=C(C=C2)C(F)(F)F)C=CC=C1 (N-(2-chlorobenzoyl)-N'-(4-trifluoromethylphenyl)urea). Reaction SMILES: [Cl:1][C:2]1[CH:12]=[CH:11][CH:10]=[CH:9][C:3]=1[C:4]([N:6]=[C:7]=[O:8])=[O:5].[F:13][C:14]([F:23])([F:22])[C:15]1[CH:21]=[CH:20][C:18]([NH2:19])=[CH:17][CH:16]=1>C(#N)C>[Cl:1][C:2]1[CH:12]=[CH:11][CH:10]=[CH:9][C:3]=1[C:4]([NH:6][C:7]([NH:19][C:18]1[CH:20]=[CH:21][C:15]([C:14]([F:13])([F:22])[F:23])=[CH:16][CH:17]=1)=[O:8])=[O:5]. Procedure: 18.7 g of 2-chlorobenzoylisocyanate were added to 150 ml of a solution of 17.7 g of 4-trifluoromethylaniline in dry acetonitrile. After stirring at room temperature for a few hours, the crystalline precipitate was sucked off, washed with successively acetonitrile, ethanol and petroleum ether and dried in air. The desired product was obtained in a yield of 29.0 g; melting point 214° C. The reactants are C(C)C=1C=C(\C=N\C2=CC=C(C#N)C=C2)C=CC1 ((E)-4-(3-ethylbenzylideneamino)benzonitrile), C1CCOC1 (THF), [Cl-].[NH4+] (Ammonium chloride), [Li]CCCC (BuLi), C1(=CC=CC=C1)C1=NN(C=N1)C(C1=CC=CC=C1)(C1=CC=CC=C1)C1=CC=CC=C1 (3-phenyl-1-trityl-1H-1,2,4-triazole), C1CCOC1 (THF). Conditions: time 10 minute. Yields the product C(C)C=1C=C(C=CC1)N(C1=CC=C(C#N)C=C1)CC=1N(N=C(N1)C1=CC=CC=C1)C(C1=CC=CC=C1)(C1=CC=CC=C1)C1=CC=CC=C1 (4-((3-ethylphenyl)(5-phenyl-2-trityl-2H-1,2,4-triazol-3-yl)methylamino)benzonitrile). Reaction SMILES: [Li][CH2:2][CH2:3][CH2:4][CH3:5].[C:6]1([C:12]2[N:16]=[CH:15][N:14]([C:17]([C:30]3[CH:35]=[CH:34][CH:33]=[CH:32][CH:31]=3)([C:24]3[CH:29]=[CH:28][CH:27]=[CH:26][CH:25]=3)[C:18]3[CH:23]=[CH:22][CH:21]=[CH:20][CH:19]=3)[N:13]=2)[CH:11]=[CH:10][CH:9]=[CH:8][CH:7]=1.C(C1C=[C:40]([CH:51]=[CH:52]C=1)/[CH:41]=[N:42]/[C:43]1[CH:50]=[CH:49][C:46]([C:47]#[N:48])=[CH:45][CH:44]=1)C.[Cl-].[NH4+].[CH2:56]1COCC1>>[CH2:4]([C:3]1[CH:2]=[C:41]([N:42]([CH2:56][C:15]2[N:14]([C:17]([C:30]3[CH:31]=[CH:32][CH:33]=[CH:34][CH:35]=3)([C:18]3[CH:23]=[CH:22][CH:21]=[CH:20][CH:19]=3)[C:24]3[CH:25]=[CH:26][CH:27]=[CH:28][CH:29]=3)[N:13]=[C:12]([C:6]3[CH:11]=[CH:10][CH:9]=[CH:8][CH:7]=3)[N:16]=2)[C:43]2[CH:44]=[CH:45][C:46]([C:47]#[N:48])=[CH:49][CH:50]=2)[CH:40]=[CH:51][CH:52]=1)[CH3:5] |f:3.4|. Procedure details: BuLi (0.295 mL, 1.6 M in hexanes, 0.47 mmol) was added dropwise to a solution of 3-phenyl-1-trityl-1H-1,2,4-triazole (182 mg, 0.47 mmol) in THF (4 mL) at −78° C. The mixture was stirred for 10 min. A solution of Intermediate 380.1 (100 mg, 0.43 mmol) in THF (0.7 mL) was added dropwise. The mixture was warmed to ambient temperature over 1 h. Ammonium chloride (50 mg) was added and the mixture was concentrated. Purification by flash chromatrography afforded 215 mg of Intermediate 380.2. 1H NMR (40...